Dataset: the Open Reaction Database (ORD), a public repository of structured organic reaction records. Task: describe an organic reaction: reactants, conditions, products, and yield Reactants: [H-].[Al+3].[Li+].[H-].[H-].[H-] (lithium aluminum hydride), 10, C(C1=CC=CC=C1)N1C(C2=C(C=CC=C2CC1)C1=CC=CC=C1)=O (2-benzyl-3,4-dihydro-8-phenyl-1(2H)-isoquinolone), Cl (hydrogen chloride), [OH-].[Na+] (sodium hydroxide). Run in O1CCCC1 (tetrahydrofuran), O (water), O1CCCC1 (tetrahydrofuran), O (water), CCOCC (ether). The product is Cl.C(C1=CC=CC=C1)N1CC2=C(C=CC=C2CC1)C1=CC=CC=C1 (2-benzyl-8-phenyl-1,2,3,4-tetrahydroisoquinoline hydrochloride). RXN SMILES: [H-].[Al+3].[Li+].[H-].[H-].[H-].[CH2:7]([N:14]1[CH2:23][CH2:22][C:21]2[C:16](=[C:17]([C:24]3[CH:29]=[CH:28][CH:27]=[CH:26][CH:25]=3)[CH:18]=[CH:19][CH:20]=2)[C:15]1=O)[C:8]1[CH:13]=[CH:12][CH:11]=[CH:10][CH:9]=1.[OH-].[Na+].[ClH:33]>CCOCC.O.O1CCCC1>[ClH:33].[CH2:7]([N:14]1[CH2:23][CH2:22][C:21]2[C:16](=[C:17]([C:24]3[CH:29]=[CH:28][CH:27]=[CH:26][CH:25]=3)[CH:18]=[CH:19][CH:20]=2)[CH2:15]1)[C:8]1[CH:9]=[CH:10][CH:11]=[CH:12][CH:13]=1 |f:0.1.2.3.4.5,7.8,13.14|. Procedure: 3.6 Parts of lithium aluminum hydride is added to a solution of 10 parts of 2-benzyl-3,4-dihydro-8-phenyl-1(2H)-isoquinolone in 225 parts by volume dry tetrahydrofuran and the resulting mixture is stirred at reflux temperature for about 5 hours. Then the mixture is cooled in an ice bath and treated successively with 7.5 parts by volume of water in 15 parts by volume of tetrahydrofuran, 7.5 parts by volume of 25% sodium hydroxide, and 7.5 parts by volume of water. The salts which form are filtere... The reactants are [K].C(=O)(O)CCCCCOC(=O)N1C(=NC2=C1C=CC=C2)C=2N=CSC2 (1-(5-carboxypentyloxycarbonyl)-2-(4-thiazolyl)-benzimidazole potassium salt), O (water), Cl.C(CCCCCCCCCCC)NC(=N)N (n-dodecylguanidine hydrochloride), O (water). Run in C(C)(C)O (isopropanol). Conditions: time 45 minute. Yields the product C(CCCCCCCCCCC)NC(=[NH2+])N.C(=O)(O)CCCCCOC(=O)N1C(=NC2=C1C=CC=C2)C=2N=CSC2 (1-(5-Carboxypentyloxycarbonyl)-2-(4-thiazolyl)-benzimidazole n-dodecylguanidinium salt). Reaction SMILES: [K].[C:2]([CH2:5][CH2:6][CH2:7][CH2:8][CH2:9][O:10][C:11]([N:13]1[C:17]2[CH:18]=[CH:19][CH:20]=[CH:21][C:16]=2[N:15]=[C:14]1[C:22]1[N:23]=[CH:24][S:25][CH:26]=1)=[O:12])([OH:4])=[O:3].O.Cl.[CH2:29]([NH:41][C:42]([NH2:44])=[NH:43])[CH2:30][CH2:31][CH2:32][CH2:33][CH2:34][CH2:35][CH2:36][CH2:37][CH2:38][CH2:39][CH3:40]>C(O)(C)C>[CH2:29]([NH:41][C:42]([NH2:44])=[NH2+:43])[CH2:30][CH2:31][CH2:32][CH2:33][CH2:34][CH2:35][CH2:36][CH2:37][CH2:38][CH2:39][CH3:40].[C:2]([CH2:5][CH2:6][CH2:7][CH2:8][CH2:9][O:10][C:11]([N:13]1[C:17]2[CH:18]=[CH:19][CH:20]=[CH:21][C:16]=2[N:15]=[C:14]1[C:22]1[N:23]=[CH:24][S:25][CH:26]=1)=[O:12])([OH:4])=[O:3] |f:0.1,3.4,6.7,^1:0|. Procedure: A solution of 1.22 g. (3.0 mmoles) of 1-(5-carboxypentyloxycarbonyl)-2-(4-thiazolyl)-benzimidazole potassium salt in 10 ml. of water is added gradually to a stirred solution of 3.3 mmoles of n-dodecylguanidine hydrochloride in 20 ml. of water containing isopropanol. The product precipitates immediately and is stirred for 45 minutes, filtered and washed with water, methanol and acetone affording 1.19 g. of 1-(5-carboxypentyloxycarbonyl)-2-(4-thiazolyl)-benzimidazole n-dodecylguanidinium salt,